Dataset: the Open Reaction Database (ORD), a public repository of structured organic reaction records. Task: describe an organic reaction: reactants, conditions, products, and yield Starting materials: CCC(CC)c1cc(C)nn2c(-c3sc(Br)cc3C)c(C)nc12, C1CCOC1, CCCCCC, Cc1csc(C)n1, CCOC(C)=O. The product is CCC(CC)c1cc(C)nn2c(-c3sc(-c4sc(C)nc4C)cc3C)c(C)nc12. RXN SMILES: [Br:19][c:20]1[cH:21][c:22]([CH3:41])[c:23](-[c:25]2[c:26]([CH3:40])[n:27][c:28]3[n:29]2[n:30][c:31]([CH3:39])[cH:32][c:33]3[CH:34]([CH2:35][CH3:36])[CH2:37][CH3:38])[s:24]1.[CH2:8]1[O:9][CH2:10][CH2:11][CH2:12]1.[CH3:13][CH2:14][CH2:15][CH2:16][CH2:17][CH3:18].[CH3:1][c:2]1[s:3][cH:4][c:5]([CH3:7])[n:6]1.[CH3:42][CH2:43][O:44][C:45]([CH3:46])=[O:47]>>[CH3:1][c:2]1[s:3][c:4](-[c:20]2[cH:21][c:22]([CH3:41])[c:23](-[c:25]3[c:26]([CH3:40])[n:27][c:28]4[n:29]3[n:30][c:31]([CH3:39])[cH:32][c:33]4[CH:34]([CH2:35][CH3:36])[CH2:37][CH3:38])[s:24]2)[c:5]([CH3:7])[n:6]1. Reactants: C(C)(C)(C)OC(=O)N1CCC(CC1)CCCC1=CC=C(C=C1)C(=O)OC (1-t-butoxycarbonyl-4-(3-((4-carbomethoxy)phenyl)propyl)piperidine), C(=O)(C(F)(F)F)O (TFA). The solvent is C(Cl)Cl (CH2Cl2). Conditions: time 1 hour. Yields the product C(=O)(OC)C1=CC=C(C=C1)CCCC1CCNCC1 (4-(3-((4-Carbomethoxy)phenyl)propyl)piperidine). RXN SMILES: C(OC([N:8]1[CH2:13][CH2:12][CH:11]([CH2:14][CH2:15][CH2:16][C:17]2[CH:22]=[CH:21][C:20]([C:23]([O:25][CH3:26])=[O:24])=[CH:19][CH:18]=2)[CH2:10][CH2:9]1)=O)(C)(C)C.C(O)(C(F)(F)F)=O>C(Cl)Cl>[C:23]([C:20]1[CH:21]=[CH:22][C:17]([CH2:16][CH2:15][CH2:14][CH:11]2[CH2:10][CH2:9][NH:8][CH2:13][CH2:12]2)=[CH:18][CH:19]=1)([O:25][CH3:26])=[O:24]. Procedure details: A solution of 37 mg (0.1 mmol) of 1-t-butoxycarbonyl-4-(3-((4-carbomethoxy)phenyl)propyl)piperidine (from EXAMPLE 29, Step A) in CH2Cl2 at 0° C. was treated with 1.0 mL of TFA. The cooling bath was removed and the solution was stirred at rt for 1 h. The mixture was concentrated. The residue was dissolved in 2×5 mL of ether and concentrated to remove excess TFA. The crude product was used in Step C without further purification. Reactants: NC=1C2=CC=CC=C2N=C2CCC3=C(C12)NN=C3 (11-amino-4,5-dihydro-1H-pyrazolo[3,4-a]acridine), CN(CCCl)C (2-dimethylaminoethylchloride), [H-].[Na+] (NaH), CN(CCCl)C (2-dimethylaminoethylchloride). Run in CN(C)C=O (DMF). Conditions: time 1 hour. The product is NC=1C2=CC=CC=C2N=C2CCC=3C(C12)=NN(C3)CCN(C)C (11-Amino-4,5-dihydro-2-(2-dimethylaminoethyl)-2H-pyrazolo [3,4-a]acridine). Reaction SMILES: [NH2:1][C:2]1[C:3]2[C:8]([N:9]=[C:10]3[C:15]=1[C:14]1[NH:16][N:17]=[CH:18][C:13]=1[CH2:12][CH2:11]3)=[CH:7][CH:6]=[CH:5][CH:4]=2.[H-].[Na+].[CH3:21][N:22]([CH3:26])[CH2:23][CH2:24]Cl>CN(C=O)C>[NH2:1][C:2]1[C:3]2[C:8]([N:9]=[C:10]3[C:15]=1[C:14]1=[N:16][N:17]([CH2:24][CH2:23][N:22]([CH3:26])[CH3:21])[CH:18]=[C:13]1[CH2:12][CH2:11]3)=[CH:7][CH:6]=[CH:5][CH:4]=2 |f:1.2|. Procedure details: To a solution of 11-amino-4,5-dihydro-1H-pyrazolo[3,4-a]acridine (8.0 g) in dry DMF (240 ml) was slowly added NaH (60%)(1.69 g). The reaction was stirred at room temperature for one hour, 2-dimethylaminoethylchloride (4.64 g) was added and stirring was continued for two hours. An additional 4.64 g of 2-dimethylaminoethylchloride was added and the reaction was stirred at room temperature overnight. The reactants are C(C)OC(=O)C=1C(=C2C(=CN1)N(C(=C2C)C)CC2=CC=CC=C2)OC(C(C)(C)C)=O (1-benzyl-4-(2,2-dimethyl-propionyloxy)-2,3-dimethyl-1H-pyrrolo[2,3-c]pyridine-5-carboxylic acid ethyl ester), C(C)OC(=O)C=1C(=C2C(=CN1)N(C(=C2Br)Br)C)OC(C(C)(C)C)=O (2,3-Dibromo-4-(2,2-dimethyl-propionyloxy)-1-methyl-1H-pyrrolo[2,3-c]pyridine-5-carboxylic acid ethyl ester). Product: C(C)OC(=O)C=1C(=C2C(=CN1)N(C(=C2C)C)C)OC(C(C)(C)C)=O (4-(2,2-Dimethyl-propionyloxy)-1,2,3-trimethyl-1H-pyrrolo[2,3-c]pyridine-5-carboxylic acid ethyl ester). As a reaction SMILES: [CH2:1]([O:3][C:4]([C:6]1[C:7]([O:24][C:25](=[O:30])[C:26]([CH3:29])([CH3:28])[CH3:27])=[C:8]2[C:14]([CH3:15])=[C:13]([CH3:16])[N:12]([CH2:17]C3C=CC=CC=3)[C:9]2=[CH:10][N:11]=1)=[O:5])[CH3:2].C(OC(C1C(OC(=O)C(C)(C)C)=C2C(Br)=C(Br)N(C)C2=CN=1)=O)C>>[CH2:1]([O:3][C:4]([C:6]1[C:7]([O:24][C:25](=[O:30])[C:26]([CH3:29])([CH3:28])[CH3:27])=[C:8]2[C:14]([CH3:15])=[C:13]([CH3:16])[N:12]([CH3:17])[C:9]2=[CH:10][N:11]=1)=[O:5])[CH3:2]. Procedure: Prepared in analogy to that of 1-benzyl-4-(2,2-dimethyl-propionyloxy)-2,3-dimethyl-1H-pyrrolo[2,3-c]pyridine-5-carboxylic acid ethyl ester from 2,3-Dibromo-4-(2,2-dimethyl-propionyloxy)-1-methyl-1H-pyrrolo[2,3-c]pyridine-5-carboxylic acid ethyl ester. The title product, 1H NMR (200 MHz, CDCl3): δ (ppm)=8.53 (s, 3H), 4.42 (q, 2H, J=7.0 Hz), 3.76 (s, 3H), 2.34 (s, 3H), 2.29 (s, 3H), 1.46 (s, 9H), 1.41 (t, 3H, J=7.0 Hz). Reported procedure: Ethyl 4-(2-bromo-4-fluorophenyl)-2-(3-chloropyridin-2-yl)-6-methyl-1,4-dihydropyrimidine-5-carboxylate (6.07 g, 13.4 mmol) (The compound was synthesized according to the procedure as described in WO0058302) was reacted with NBS (2.87 g, 16.1 mmol) according to the procedure as described in Example 1, Step B to give the title compound as a yellow solid (3.5 g, 49%). The compound was characterized by the following spectroscopic data: The product is BrC1=C(C=CC(=C1)F)C1N=C(NC(=C1C(=O)OCC)CBr)C1=NC=CC=C1Cl (Ethyl 4-(2-bromo-4-fluorophenyl)-6-(bromomethyl)-2-(3-chloropyridin-2-yl)-1,4-dihydropyrimidine-5-carboxylate). As a reaction SMILES: [Br:1][C:2]1[CH:7]=[C:6]([F:8])[CH:5]=[CH:4][C:3]=1[CH:9]1[C:14]([C:15]([O:17][CH2:18][CH3:19])=[O:16])=[C:13]([CH3:20])[NH:12][C:11]([C:21]2[C:26]([Cl:27])=[CH:25][CH:24]=[CH:23][N:22]=2)=[N:10]1.C1C(=O)N([Br:35])C(=O)C1>>[Br:1][C:2]1[CH:7]=[C:6]([F:8])[CH:5]=[CH:4][C:3]=1[CH:9]1[C:14]([C:15]([O:17][CH2:18][CH3:19])=[O:16])=[C:13]([CH2:20][Br:35])[NH:12][C:11]([C:21]2[C:26]([Cl:27])=[CH:25][CH:24]=[CH:23][N:22]=2)=[N:10]1. The yield is 49.1%. The reactants are BrC1=C(C=CC(=C1)F)C1N=C(NC(=C1C(=O)OCC)C)C1=NC=CC=C1Cl (Ethyl 4-(2-bromo-4-fluorophenyl)-2-(3-chloropyridin-2-yl)-6-methyl-1,4-dihydropyrimidine-5-carboxylate), C1CC(=O)N(C1=O)Br (NBS). Starting materials: CO, Cl, Cc1cc(F)ccc1-c1cc(N2CCN3CCCC3C2CO[Si](C)(C)C(C)(C)C)ncc1N(C)C(=O)C(C)(C)c1cc(C(F)(F)F)cc(C(F)(F)F)c1, N. Product: Cc1cc(F)ccc1-c1cc(N2CCN3CCCC3C2CO)ncc1N(C)C(=O)C(C)(C)c1cc(C(F)(F)F)cc(C(F)(F)F)c1. As a reaction SMILES: [CH3:56][OH:57].[ClH:54].[F:1][C:2]([c:3]1[cH:4][c:5]([C:13]([C:14](=[O:15])[N:16]([CH3:17])[c:18]2[cH:19][n:20][c:21]([N:32]3[CH:33]([CH2:41][O:42][Si:43]([C:44]([CH3:45])([CH3:46])[CH3:47])([CH3:48])[CH3:49])[CH:34]4[N:35]([CH2:36][CH2:37]3)[CH2:38][CH2:39][CH2:40]4)[cH:22][c:23]2-[c:24]2[c:25]([CH3:31])[cH:26][c:27]([F:30])[cH:28][cH:29]2)([CH3:50])[CH3:51])[cH:6][c:7]([C:9]([F:10])([F:11])[F:12])[cH:8]1)([F:52])[F:53].[NH3:55]>>[F:1][C:2]([c:3]1[cH:4][c:5]([C:13]([C:14](=[O:15])[N:16]([CH3:17])[c:18]2[cH:19][n:20][c:21]([N:32]3[CH:33]([CH2:41][OH:42])[CH:34]4[N:35]([CH2:36][CH2:37]3)[CH2:38][CH2:39][CH2:40]4)[cH:22][c:23]2-[c:24]2[c:25]([CH3:31])[cH:26][c:27]([F:30])[cH:28][cH:29]2)([CH3:50])[CH3:51])[cH:6][c:7]([C:9]([F:10])([F:11])[F:12])[cH:8]1)([F:52])[F:53]. Starting materials: CC(C(C)=O)(C)F (3-methyl-3-fluoro-2-butanone), [Br-].[Br-].[Br-].[NH+]1=CC=CC=C1.[NH+]1=CC=CC=C1.[NH+]1=CC=CC=C1 (pyridinium tribromide). The solvent is ClCCl (dichloromethane), ClCCl (dichloromethane). Run at time 18 hour. The product is BrC(C(C(C)(C)F)=O)Br (1,1-Dibromo-3-fluoro-3-methyl-2-butanone). The yield is 72.1%. Reaction SMILES: [CH3:1][C:2]([F:7])([CH3:6])[C:3](=[O:5])[CH3:4].[Br-:8].[Br-:9].[Br-].[NH+]1C=CC=CC=1.[NH+]1C=CC=CC=1.[NH+]1C=CC=CC=1>ClCCl>[Br:8][CH:4]([Br:9])[C:3](=[O:5])[C:2]([F:7])([CH3:6])[CH3:1] |f:1.2.3.4.5.6|. Procedure details: To a stirred solution of 3-methyl-3-fluoro-2-butanone (0.1031 g, 0.990 mmol) in anhydrous dichloromethane (5 ml) under nitrogen was added solid pyridinium tribromide (0.7035 g, 1.98 mmol) and the mixture was stirred at room temperature for 18 h. The mixture was then diluted with dichloromethane (5 ml), washed with dilute aqueous sodium hydrogensulfite (10 ml), then saturated aqueous NaCl (10 ml), dried (Na2SO4) and evaporated under low vacuum with no heat. The residue was purified by flash chrom...